From a dataset of the Open Reaction Database (ORD), a public repository of structured organic reaction records. describe an organic reaction: reactants, conditions, products, and yield The reactants are C(C)OC(=O)C1C(CN(CC1)CC1=CC=CC=C1)C1=CSC=C1 (1-Benzyl-3-thiophen-3-yl-piperidine-4-carboxylic acid ethyl ester), Cl (HCl). Yields the product C(C1=CC=CC=C1)N1CC(C(CC1)C(=O)O)C1=CSC=C1 (1-Benzyl-3-thiophen-3-yl-piperidine-4-carboxylic acid). RXN SMILES: C([O:3][C:4]([CH:6]1[CH2:11][CH2:10][N:9]([CH2:12][C:13]2[CH:18]=[CH:17][CH:16]=[CH:15][CH:14]=2)[CH2:8][CH:7]1[C:19]1[CH:23]=[CH:22][S:21][CH:20]=1)=[O:5])C.Cl>>[CH2:12]([N:9]1[CH2:10][CH2:11][CH:6]([C:4]([OH:5])=[O:3])[CH:7]([C:19]2[CH:23]=[CH:22][S:21][CH:20]=2)[CH2:8]1)[C:13]1[CH:18]=[CH:17][CH:16]=[CH:15][CH:14]=1. Reported procedure: The product from step c) (4.78 g, 14.5 mmol) was treated with 4 M HCl at 100° C. for 16 hours. Next, the reaction was evaporated to dryness, azeotroped with toluene (2×50 ml) and placed on the high vacuum to give the subtitle compound. MS calculated for C17H19NO2S−H 300, observed 300. The reactants are C(C1=CC=CC=C1)[C@@]1(O)[C@@H]([C@@H](OC(C)=O)[C@H](OC(C)=O)[C@H](O1)CNC(=O)[C@H](OC(C)=O)[C@H](OC(C)=O)[C@@H](OC(C)=O)[C@H](OC(C)=O)COC(C)=O)NC(=O)OCC1=CC=CC=C1 (2,3,4,5,6-Penta-O-acetyl-D-gulonic acid (benzyl 3,4-di-O-acetyl-2-benzyloxycarbonylamino-2,6-didesoxy-α-D-glucopyranosid-6-yl)-amide), 13.B. Solvent: O1CCOCC1 (dioxan). Yields the product C(C1=CC=CC=C1)[C@@]1(O)[C@@H]([C@@H](OC(C)=O)[C@H](OC(C)=O)[C@H](O1)CNC(=O)[C@H](OC(C)=O)[C@H](OC(C)=O)[C@@H](OC(C)=O)[C@H](OC(C)=O)COC(C)=O)N (2,3,4,5,6-penta-O-acetyl-D-gulonic acid (benzyl 3,4-di-O-acetyl-2-amino-2,6-didesoxy-α-D-glucopyranosid-6-yl)-amide). As a reaction SMILES: [CH2:1]([C@@:8]1([O:22][C@H:21]([CH2:23][NH:24][C:25]([C@@H:27]([C@@H:32]([C@H:37]([C@@H:42]([CH2:47][O:48][C:49](=[O:51])[CH3:50])[O:43][C:44](=[O:46])[CH3:45])[O:38][C:39](=[O:41])[CH3:40])[O:33][C:34](=[O:36])[CH3:35])[O:28][C:29](=[O:31])[CH3:30])=[O:26])[C@@H:16]([O:17][C:18](=[O:20])[CH3:19])[C@H:11]([O:12][C:13](=[O:15])[CH3:14])[C@H:10]1[NH:52]C(OCC1C=CC=CC=1)=O)[OH:9])[C:2]1[CH:7]=[CH:6][CH:5]=[CH:4][CH:3]=1>O1CCOCC1>[CH2:1]([C@@:8]1([O:22][C@H:21]([CH2:23][NH:24][C:25]([C@@H:27]([C@@H:32]([C@H:37]([C@@H:42]([CH2:47][O:48][C:49](=[O:51])[CH3:50])[O:43][C:44](=[O:46])[CH3:45])[O:38][C:39](=[O:41])[CH3:40])[O:33][C:34](=[O:36])[CH3:35])[O:28][C:29](=[O:31])[CH3:30])=[O:26])[C@@H:16]([O:17][C:18](=[O:20])[CH3:19])[C@H:11]([O:12][C:13](=[O:15])[CH3:14])[C@H:10]1[NH2:52])[OH:9])[C:2]1[CH:3]=[CH:4][CH:5]=[CH:6][CH:7]=1. Procedure details: 2,3,4,5,6-Penta-O-acetyl-D-gulonic acid (benzyl 3,4-di-O-acetyl-2-benzyloxycarbonylamino-2,6-didesoxy-α-D-glucopyranosid-6-yl)-amide was hydrogenated as described under Ex. 13.B. and gave 2,3,4,5,6-penta-O-acetyl-D-gulonic acid (benzyl 3,4-di-O-acetyl-2-amino-2,6-didesoxy-α-D-glucopyranosid-6-yl)-amide, [α]+95.0° (c 0.2; dioxan), MS: m/z 741.4 ([M+H]+). Starting materials: ClC1=CC=2C(=C3N(C2C=C1)CCNC3=O)C3=CC=CC=C3 (1,2,3,4-tetrahydro-8-chloro-10-phenylpyrazino[1,2-a] indole-1-one), [H-].[Al+3].[Li+].[H-].[H-].[H-] (lithium aluminum hydride), O (water). The solvent is O1CCCC1 (THF), O1CCCC1 (tetrahydrofuran). Product: ClC1=CC=2C(=C3N(C2C=C1)CCNC3)C3=CC=CC=C3 (8-Chloro-10-phenyl-1,2,3,4-tetrahydropyrazino[1,2-a]indole). RXN SMILES: [H-].[Al+3].[Li+].[H-].[H-].[H-].[Cl:7][C:8]1[CH:16]=[CH:15][C:14]2[N:13]3[CH2:17][CH2:18][NH:19][C:20](=O)[C:12]3=[C:11]([C:22]3[CH:27]=[CH:26][CH:25]=[CH:24][CH:23]=3)[C:10]=2[CH:9]=1.O>O1CCCC1>[Cl:7][C:8]1[CH:16]=[CH:15][C:14]2[N:13]3[CH2:17][CH2:18][NH:19][CH2:20][C:12]3=[C:11]([C:22]3[CH:27]=[CH:26][CH:25]=[CH:24][CH:23]=3)[C:10]=2[CH:9]=1 |f:0.1.2.3.4.5|. Procedure: To a stirred solution of lithium aluminum hydride (1 gram, 0.026 mole) in 20 ml dry tetrahydrofuran (THF) is added slowly a suspension of 1,2,3,4-tetrahydro-8-chloro-10-phenylpyrazino[1,2-a] indole-1-one (5.2 grams, 0.018 mole) in 40 ml of dry THF. This reaction mixture is stirred and refluxed for 8 hours after which it is cooled and decomposed by the slow addition of 3 ml of water. After stirring 1 hour the suspension is filtered. The filtercake is washed with isopropanol, THF, and acetone. The... Product: ClC=1C=CC=2CC3=C(NC2C1)C(=NN(C3=O)C3=CC=C(C=C3)C)OC(C)=O (7-Chloro-4-acetyloxy-2-(4′-methylphenyl)-5,10-dihydro-2H-pyridazino[4,5-b]quinoline-1-one). Reactants: ClC=1C=CC=2CC3=C(NC2C1)C(=NN(C3=O)C3=CC=C(C=C3)C)O (7-chloro-4-hydroxy-2-(4′-methylphenyl)-5,10-dihydro-2H-pyridazino[4,5-b]quinoline-1-one), C(C)(=O)Cl (acetyl chloride), N1=C(C=CC=C1C)C (2,6-lutidine). The solvent is C1(=CC=CC=C1)C (toluene), CCOCC (ether). As a reaction SMILES: [Cl:1][C:2]1[CH:3]=[CH:4][C:5]2[CH2:6][C:7]3[C:15](=[O:16])[N:14]([C:17]4[CH:22]=[CH:21][C:20]([CH3:23])=[CH:19][CH:18]=4)[N:13]=[C:12]([OH:24])[C:8]=3[NH:9][C:10]=2[CH:11]=1.[C:25](Cl)(=[O:27])[CH3:26].N1C(C)=CC=CC=1C>C1(C)C=CC=CC=1.CCOCC>[Cl:1][C:2]1[CH:3]=[CH:4][C:5]2[CH2:6][C:7]3[C:15](=[O:16])[N:14]([C:17]4[CH:22]=[CH:21][C:20]([CH3:23])=[CH:19][CH:18]=4)[N:13]=[C:12]([O:24][C:25](=[O:27])[CH3:26])[C:8]=3[NH:9][C:10]=2[CH:11]=1. The yield is 62.0%. Reported procedure: A suspension of the 7-chloro-4-hydroxy-2-(4′-methylphenyl)-5,10-dihydro-2H-pyridazino[4,5-b]quinoline-1-one (755 mg), acetyl chloride (0.205 mL) and 2,6-lutidine (0.337 mL) was refluxed in toluene (6 mL) for 2 hours. The resulting mixture was cooled to room temperature. The resulting paste was diluted with ether (15 mL) and filtered in vacuo. The solids were washed with ether and ethyl acetate. The crude solids were triturated in warm ethyl acetate, then cooled to room temperature and filtered i...